Task: describe an organic reaction: reactants, conditions, products, and yield. Dataset: the Open Reaction Database (ORD), a public repository of structured organic reaction records The reactants are CS(=O)(=O)CC(=O)O, Cl, CN(C(=O)N(C)C1CN(C(=O)C2CCNCC2)CC1c1ccc(F)cc1)c1cc(C(F)(F)F)cc(C(F)(F)F)c1. Yields the product CN(C(=O)N(C)C1CN(C(=O)C2CCN(C(=O)CS(C)(=O)=O)CC2)CC1c1ccc(F)cc1)c1cc(C(F)(F)F)cc(C(F)(F)F)c1. Reaction SMILES: [CH3:42][S:43](=[O:44])(=[O:45])[CH2:46][C:47](=[O:48])[OH:49].[ClH:1].[F:2][C:3]([c:4]1[cH:5][c:6]([N:14]([C:15](=[O:16])[N:17]([CH3:18])[CH:19]2[CH2:20][N:21]([C:31](=[O:32])[CH:33]3[CH2:34][CH2:35][NH:36][CH2:37][CH2:38]3)[CH2:22][CH:23]2[c:24]2[cH:25][cH:26][c:27]([F:30])[cH:28][cH:29]2)[CH3:39])[cH:7][c:8]([C:10]([F:11])([F:12])[F:13])[cH:9]1)([F:40])[F:41]>>[F:2][C:3]([c:4]1[cH:5][c:6]([N:14]([C:15](=[O:16])[N:17]([CH3:18])[CH:19]2[CH2:20][N:21]([C:31](=[O:32])[CH:33]3[CH2:34][CH2:35][N:36]([C:47]([CH2:46][S:43]([CH3:42])(=[O:44])=[O:45])=[O:48])[CH2:37][CH2:38]3)[CH2:22][CH:23]2[c:24]2[cH:25][cH:26][c:27]([F:30])[cH:28][cH:29]2)[CH3:39])[cH:7][c:8]([C:10]([F:11])([F:12])[F:13])[cH:9]1)([F:40])[F:41]. The reactants are Fc1cccc(Cl)c1-c1nc(Cl)n(-c2ccccc2C(F)(F)F)n1, [F-], [K+], C1COCCOCCOCCOCCOCCO1, O=S1(=O)CCCC1. Product: Fc1cccc(Cl)c1-c1nc(F)n(-c2ccccc2C(F)(F)F)n1. As a reaction SMILES: [Cl:1][c:2]1[n:3][c:4](-[c:17]2[c:18]([Cl:24])[cH:19][cH:20][cH:21][c:22]2[F:23])[n:5][n:6]1-[c:7]1[c:8]([C:13]([F:14])([F:15])[F:16])[cH:9][cH:10][cH:11][cH:12]1.[F-:25].[K+:26].[O:27]1[CH2:28][CH2:29][O:30][CH2:31][CH2:32][O:33][CH2:34][CH2:35][O:36][CH2:37][CH2:38][O:39][CH2:40][CH2:41][O:42][CH2:43][CH2:44]1.[S:45]1(=[O:50])(=[O:51])[CH2:46][CH2:47][CH2:48][CH2:49]1>>[c:2]1([F:25])[n:3][c:4](-[c:17]2[c:18]([Cl:24])[cH:19][cH:20][cH:21][c:22]2[F:23])[n:5][n:6]1-[c:7]1[c:8]([C:13]([F:14])([F:15])[F:16])[cH:9][cH:10][cH:11][cH:12]1. The reactants are N1(C=CC=C1)C1=C2CCC(C2=CC=C1)O (4-(1-pyrrolyl)-1-indanol), C1(=CC=C(C=C1)S(=O)(=O)O)C (p-toluenesulfonic acid). Solvent: C1(=CC=CC=C1)C (toluene). The product is N1(C=CC=C1)C=1C=CC=C2C=CCC12 (7-(1-pyrrolyl)-1H-indene). The yield is 100.3%. RXN SMILES: [N:1]1([C:6]2[CH:14]=[CH:13][CH:12]=[C:11]3[C:7]=2[CH2:8][CH2:9][CH:10]3O)[CH:5]=[CH:4][CH:3]=[CH:2]1.C1(C)C=CC(S(O)(=O)=O)=CC=1>C1(C)C=CC=CC=1>[N:1]1([C:6]2[CH:14]=[CH:13][CH:12]=[C:11]3[C:7]=2[CH2:8][CH:9]=[CH:10]3)[CH:2]=[CH:3][CH:4]=[CH:5]1. Reported procedure: In the manner of Example 1, step I, heating 2.3 g (0.011 mole) of 4-(1-pyrrolyl)-1-indanol in the presence of 0.1 g of p-toluenesulfonic acid and 50 mL of toluene gave 2.0 g of 7-(1-pyrrolyl)-1H-indene as an oil.